This data is from the Open Reaction Database (ORD), a public repository of structured organic reaction records. The task is: describe an organic reaction: reactants, conditions, products, and yield Reactants: S1C(=NC=C1)NC(=O)N1CCCC1 (N-1,3-thiazol-2-ylpyrrolidine-1-carboxamide), BrC=1SC(=CC1)Br (2,5-Dibromothiophene), solution, [OH-].[NH4+].O (ammonium hydroxide water), ClC1=C2C=CC=NC2=C2N=CC=CC2=C1 (5-chloro-1,10-phenanthroline), C([O-])([O-])=O.[Cs+].[Cs+] (cesium carbonate). Solvent: CN1C(CCC1)=O (1-methyl-2-pyrrolidinone). Reaction conditions: temperature 120 celsius, time 30 minute. Product: BrC1=CC=C(S1)N1/C(/SC=C1)=N/C(=O)N1CCCC1 (N-[(2Z)-3-(5-bromothien-2-yl)-1,3-thiazol-2(3H)-ylidene]pyrrolidine-1-carboxamide). Reaction SMILES: [S:1]1[CH:5]=[CH:4][N:3]=[C:2]1[NH:6][C:7]([N:9]1[CH2:13][CH2:12][CH2:11][CH2:10]1)=[O:8].ClC1C=C2C(N=CC=C2)=C2C=1C=CC=N2.C(=O)([O-])[O-].[Cs+].[Cs+].[Br:35][C:36]1[S:37][C:38](Br)=[CH:39][CH:40]=1.[OH-].[NH4+].O>CN1CCCC1=O>[Br:35][C:36]1[S:37][C:38]([N:3]2[CH:4]=[CH:5][S:1]/[C:2]/2=[N:6]\[C:7]([N:9]2[CH2:10][CH2:11][CH2:12][CH2:13]2)=[O:8])=[CH:39][CH:40]=1 |f:2.3.4,6.7.8|. Procedure: In a 4 mL vial charged with a stir bar, N-1,3-thiazol-2-ylpyrrolidine-1-carboxamide (69 mg, 0.35 mmol, Example 32A) was added, followed by copper(I) trifluoromethanesulfonate benzene complex (35 mg, 0.07 mmol), 5-chloro-1,10-phenanthroline (30 mg, 0.14 mmol) and cesium carbonate (125 mg, 0.39 mmol). A loose cap with a septum was placed on the vial and then the vial was placed under vacuum in a vacuum oven for 30 minutes. The solid mixture was purged with nitrogen gas a couple of times. 2,5-Dibro... The product is CCNC(=O)C1OC(n2cnc3c(NCC(Cc4ccccc4)Cc4ccccc4)nc(I)nc32)C(OC(=O)c2ccccc2)C1OC(=O)c1ccccc1. Reaction SMILES: [C:1]([c:2]1[cH:3][cH:4][cH:5][cH:6][cH:7]1)(=[O:8])[O:9][CH:10]1[CH:11]([n:29]2[c:30]3[n:31][c:32]([I:39])[n:33][c:34]([Cl:38])[c:35]3[n:36][cH:37]2)[O:12][CH:13]([C:24](=[O:25])[NH:26][CH2:27][CH3:28])[CH:14]1[O:15][C:16]([c:17]1[cH:18][cH:19][cH:20][cH:21][cH:22]1)=[O:23].[CH2:40]([c:41]1[cH:42][cH:43][cH:44][cH:45][cH:46]1)[CH:47]([CH2:48][NH2:49])[CH2:50][c:51]1[cH:52][cH:53][cH:54][cH:55][cH:56]1.[CH:57]([OH:58])([CH3:59])[CH3:60]>>[C:1]([c:2]1[cH:3][cH:4][cH:5][cH:6][cH:7]1)(=[O:8])[O:9][CH:10]1[CH:11]([n:29]2[c:30]3[n:31][c:32]([I:39])[n:33][c:34]([NH:49][CH2:48][CH:47]([CH2:40][c:41]4[cH:42][cH:43][cH:44][cH:45][cH:46]4)[CH2:50][c:51]4[cH:52][cH:53][cH:54][cH:55][cH:56]4)[c:35]3[n:36][cH:37]2)[O:12][CH:13]([C:24](=[O:25])[NH:26][CH2:27][CH3:28])[CH:14]1[O:15][C:16]([c:17]1[cH:18][cH:19][cH:20][cH:21][cH:22]1)=[O:23]. Reactants: CCNC(=O)C1OC(n2cnc3c(Cl)nc(I)nc32)C(OC(=O)c2ccccc2)C1OC(=O)c1ccccc1, NCC(Cc1ccccc1)Cc1ccccc1, CC(C)O. Starting materials: CO, [K+], [K+], O=C([O-])[O-], O, CC(C)(C)OC(=O)N1C(O)CCC1Cc1ccc(C(F)(F)F)nc1, CC(C)(C)OC(=O)N1C(O)CCC1Cc1ccc(C(F)(F)F)nc1. The product is C#CCCC(Cc1ccc(C(F)(F)F)nc1)NC(=O)OC(C)(C)C. As a reaction SMILES: [CH3:55][OH:56].[K+:1].[K+:2].[O-:3][C:4]([O-:5])=[O:6].[OH2:57].[OH:31][CH:32]1[CH2:33][CH2:34][CH:35]([CH2:36][c:37]2[cH:38][n:39][c:40]([C:41]([F:42])([F:43])[F:44])[cH:45][cH:46]2)[N:47]1[C:48]([O:49][C:50]([CH3:51])([CH3:52])[CH3:53])=[O:54].[OH:7][CH:8]1[N:9]([C:24](=[O:25])[O:26][C:27]([CH3:28])([CH3:29])[CH3:30])[CH:10]([CH2:13][c:14]2[cH:15][n:16][c:17]([C:20]([F:21])([F:22])[F:23])[cH:18][cH:19]2)[CH2:11][CH2:12]1>>[CH:4]#[C:8][CH2:12][CH2:11][CH:10]([NH:9][C:24](=[O:25])[O:26][C:27]([CH3:28])([CH3:29])[CH3:30])[CH2:13][c:14]1[cH:15][n:16][c:17]([C:20]([F:21])([F:22])[F:23])[cH:18][cH:19]1. Reactants: [N+](=O)([O-])C1=C(C=CC(=C1)[N+](=O)[O-])F (2,4-dinitrofluorobenzene), C([O-])([O-])=O.[K+].[K+] (potassium carbonate), Cl.ClCC=1N=CNC1 (4-(Chloromethyl)imidazole hydrochloride). Solvent: C(C)#N (acetonitrile). Run at time 8 hour. Product: [N+](=O)([O-])C1=C(C=CC(=C1)[N+](=O)[O-])N1C=NC(=C1)CCl (1-(2,4-Dinitrophenyl)-4-(chloromethyl)imidazole). Reaction SMILES: Cl.[Cl:2][CH2:3][C:4]1[N:5]=[CH:6][NH:7][CH:8]=1.[N+:9]([C:12]1[CH:17]=[C:16]([N+:18]([O-:20])=[O:19])[CH:15]=[CH:14][C:13]=1F)([O-:11])=[O:10].C(=O)([O-])[O-].[K+].[K+]>C(#N)C>[N+:9]([C:12]1[CH:17]=[C:16]([N+:18]([O-:20])=[O:19])[CH:15]=[CH:14][C:13]=1[N:7]1[CH:8]=[C:4]([CH2:3][Cl:2])[N:5]=[CH:6]1)([O-:11])=[O:10] |f:0.1,3.4.5|. Reported procedure: 4-(Chloromethyl)imidazole hydrochloride (790 mg) was dissolved in 20 ml of acetonitrile. To this solution was added 713 μL of 2,4-dinitrofluorobenzene and 2.14 g of potassium carbonate. The reaction mixture was stirred at room temperature overnight. The reaction mixture was concentrated under reduced pressure and the residue was partitioned between ethyl acetate and water. The organic layer was dried (sodium sulfate) and concentrated. The crude reaction product was purified by flash silica gel c... Starting materials: Fc1ccc(I)c(Br)c1, O=C([O-])[O-], [Cs+], [Cs+], O=C1CCCC1, C1COCCO1. The product is O=C1CCCC1c1ccc(F)cc1Br. RXN SMILES: [Br:1][c:2]1[c:3]([I:9])[cH:4][cH:5][c:6]([F:8])[cH:7]1.[C:16](=[O:17])([O-:18])[O-:19].[Cs+:20].[Cs+:21].[O:10]=[C:11]1[CH2:12][CH2:13][CH2:14][CH2:15]1.[O:22]1[CH2:23][CH2:24][O:25][CH2:26][CH2:27]1>>[Br:1][c:2]1[c:3]([CH:12]2[C:11](=[O:10])[CH2:15][CH2:14][CH2:13]2)[cH:4][cH:5][c:6]([F:8])[cH:7]1. Starting materials: C(C1=CC=CC=C1)(=O)O (benzoic acid), Cl.C(C)N=C=NCCCN(C)C (1-ethyl-3-(3-dimethylaminopropyl)carbodiimide hydrochloride), Cl (hydrochloric acid), C(#N)C1=CC=C(C=C1)N1N=CC(=C1C=1C(N(C(N(C1C)C1=CC(=CC=C1)C(F)(F)F)=O)C)=O)S(=O)(=O)N ((+)-1-(4-cyanophenyl)-5-(3,6-dimethyl-2,4-dioxo-1-(3-trifluoromethylphenyl)-1,2,3,4-tetrahydropyrimidin-5-yl)-1H-pyrazole-4-sulfonamide). Reagents/catalysts: CN(C1=CC=NC=C1)C (4-dimethylaminopyridine). Run in C(C)(=O)OCC (ethyl acetate), C(C)#N (acetonitrile). Run at time 3 hour. Product: C(#N)C1=CC=C(C=C1)N1N=CC(=C1C=1C(N(C(N(C1C)C1=CC(=CC=C1)C(F)(F)F)=O)C)=O)S(=O)(=O)NC(C1=CC=CC=C1)=O (N-(1-(4-cyanophenyl)-5-(3,6-dimethyl-2,4-dioxo-1-(3-trifluoromethylphenyl)-1,2,3,4-tetrahydropyrimidin-5-yl)-1H-pyrazol-4-ylsulfonyl)benzamide). The yield is 92.7%. Reaction SMILES: [C:1]([C:3]1[CH:8]=[CH:7][C:6]([N:9]2[C:13]([C:14]3[C:15](=[O:33])[N:16]([CH3:32])[C:17](=[O:31])[N:18]([C:21]4[CH:26]=[CH:25][CH:24]=[C:23]([C:27]([F:30])([F:29])[F:28])[CH:22]=4)[C:19]=3[CH3:20])=[C:12]([S:34]([NH2:37])(=[O:36])=[O:35])[CH:11]=[N:10]2)=[CH:5][CH:4]=1)#[N:2].[C:38](O)(=[O:45])[C:39]1[CH:44]=[CH:43][CH:42]=[CH:41][CH:40]=1.Cl.C(N=C=NCCCN(C)C)C.Cl>C(#N)C.CN(C)C1C=CN=CC=1.C(OCC)(=O)C>[C:1]([C:3]1[CH:8]=[CH:7][C:6]([N:9]2[C:13]([C:14]3[C:15](=[O:33])[N:16]([CH3:32])[C:17](=[O:31])[N:18]([C:21]4[CH:26]=[CH:25][CH:24]=[C:23]([C:27]([F:30])([F:29])[F:28])[CH:22]=4)[C:19]=3[CH3:20])=[C:12]([S:34]([NH:37][C:38](=[O:45])[C:39]3[CH:44]=[CH:43][CH:42]=[CH:41][CH:40]=3)(=[O:36])=[O:35])[CH:11]=[N:10]2)=[CH:5][CH:4]=1)#[N:2] |f:2.3|. Procedure: (+)-1-(4-Cyanophenyl)-5-(3,6-dimethyl-2,4-dioxo-1-(3-trifluoromethylphenyl)-1,2,3,4-tetrahydropyrimidin-5-yl)-1H-pyrazole-4-sulfonamide (prepared in Example 209) (46 mg) was dissolved in acetonitrile (1 ml) and thereto were added benzoic acid (13 mg), 4-dimethylaminopyridine (21 mg) and 1-ethyl-3-(3-dimethylaminopropyl)carbodiimide hydrochloride (25 mg) and the resulting mixture was stirred for three hours at room temperature. To the reaction solution were added 1N hydrochloric acid (20 ml) and ...